Dataset: the Open Reaction Database (ORD), a public repository of structured organic reaction records. Task: describe an organic reaction: reactants, conditions, products, and yield Starting materials: ClC=1C(=C(\C(\C2=C(C(=CC=C2)F)F)=N/O)C=CC1OC)O (E-3-chloro-2',3'-difluoro-2-hydroxy-4-methoxybenzophenone oxime), C(C)(=O)OC(C)=O (acetic anhydride). Reaction conditions: temperature 60 celsius. The product is C(C)(=O)O\N=C(/C1=C(C(=C(C=C1)OC)Cl)O)\C1=C(C(=CC=C1)F)F (E-3-chloro-2',3'-difluoro-2-hydroxy-4-methoxybenzophenone O-acetyl oxime). Reaction SMILES: [Cl:1][C:2]1[C:3]([OH:21])=[C:4]([CH:16]=[CH:17][C:18]=1[O:19][CH3:20])/[C:5](=[N:14]\[OH:15])/[C:6]1[CH:11]=[CH:10][CH:9]=[C:8]([F:12])[C:7]=1[F:13].[C:22](OC(=O)C)(=[O:24])[CH3:23]>>[C:22]([O:15]/[N:14]=[C:5](/[C:6]1[CH:11]=[CH:10][CH:9]=[C:8]([F:12])[C:7]=1[F:13])\[C:4]1[CH:16]=[CH:17][C:18]([O:19][CH3:20])=[C:2]([Cl:1])[C:3]=1[OH:21])(=[O:24])[CH3:23]. Procedure details: A mixture of 1.5 g of E-3-chloro-2',3'-difluoro-2-hydroxy-4-methoxybenzophenone oxime and 0.67 g of acetic anhydride are warmed at 60° C. for 30 minutes. The mixture is dissolved and then solidifies. The residue is partitioned between ethyl acetate and 10% NaHCO3. The ethyl acetate extract is washed, dried over Na2SO4 and evaporated to give E-3-chloro-2',3'-difluoro-2-hydroxy-4-methoxybenzophenone O-acetyl oxime, mp 136°-139° C. The reactants are CC(C)(C)OC(=O)C=CCC1CCCC(O[Si](c2ccccc2)(c2ccccc2)C(C)(C)C)C1, CO, [H][H]. As a reaction SMILES: [C:1]([CH3:2])([CH3:3])([CH3:4])[Si:5]([O:6][CH:7]1[CH2:8][CH:9]([CH2:13][CH:14]=[CH:15][C:16](=[O:17])[O:18][C:19]([CH3:20])([CH3:21])[CH3:22])[CH2:10][CH2:11][CH2:12]1)([c:23]1[cH:24][cH:25][cH:26][cH:27][cH:28]1)[c:29]1[cH:30][cH:31][cH:32][cH:33][cH:34]1.[CH3:37][OH:38].[H:35][H:36]>>[C:1]([CH3:2])([CH3:3])([CH3:4])[Si:5]([O:6][CH:7]1[CH2:8][CH:9]([CH2:13][CH2:14][CH2:15][C:16](=[O:17])[O:18][C:19]([CH3:20])([CH3:21])[CH3:22])[CH2:10][CH2:11][CH2:12]1)([c:23]1[cH:24][cH:25][cH:26][cH:27][cH:28]1)[c:29]1[cH:30][cH:31][cH:32][cH:33][cH:34]1. The product is CC(C)(C)OC(=O)CCCC1CCCC(O[Si](c2ccccc2)(c2ccccc2)C(C)(C)C)C1. The reactants are NC1=C(C#N)C(=CC=C1)OCC1CCNCC1 (2-amino-6-(piperidin-4-ylmethoxy)benzonitrile), OC=1C=C(C(=O)O)C=CC1 (3-hydroxybenzoic acid). Product: NC1=C(C#N)C(=CC=C1)OCC1CCN(CC1)C(C1=CC(=CC=C1)O)=O (2-amino-6-((1-(3-hydroxybenzoyl)piperidin-4-yl)methoxy)benzonitrile). RXN SMILES: [NH2:1][C:2]1[CH:9]=[CH:8][CH:7]=[C:6]([O:10][CH2:11][CH:12]2[CH2:17][CH2:16][NH:15][CH2:14][CH2:13]2)[C:3]=1[C:4]#[N:5].[OH:18][C:19]1[CH:20]=[C:21]([CH:25]=[CH:26][CH:27]=1)[C:22](O)=[O:23]>>[NH2:1][C:2]1[CH:9]=[CH:8][CH:7]=[C:6]([O:10][CH2:11][CH:12]2[CH2:17][CH2:16][N:15]([C:22](=[O:23])[C:21]3[CH:25]=[CH:26][CH:27]=[C:19]([OH:18])[CH:20]=3)[CH2:14][CH2:13]2)[C:3]=1[C:4]#[N:5]. Procedure: Prepared as in Example 24a from 2-amino-6-(piperidin-4-ylmethoxy)benzonitrile (Example 34c) and 3-hydroxybenzoic acid as an orange glass (66%). 1H NMR (400 MHz, DMSO-d6) δ 1.29 (m, 2H), 1.66-1.92 (m, 2H), 2.06 (m, 1H), 2.80 (brs, 1H), 3.05 (brs, 1H), 3.62 (brs, 1H), 3.91 (d, J=8.0 Hz, 2H), 4.49 (brs, 1H), 5.99 (s, 2H), 6.22 (d, J=8.0 Hz, 1H), 6.34 (d, J=8.0 Hz, 1H), 6.72-6.83 (m, 3H), 7.15-7.24 (m, 2H), 9.65 (s, 1H). MS 352 (MH+). Reactants: C1CCOC1, COC(=O)c1ccc2cc(C#N)ccc2c1, [Li+], [OH-], O=S(Cl)Cl. Yields the product N#Cc1ccc2cc(C(=O)Cl)ccc2c1. RXN SMILES: [CH2:23]1[O:24][CH2:25][CH2:26][CH2:27]1.[CH3:1][O:2][C:3](=[O:4])[c:5]1[cH:6][c:7]2[cH:8][cH:9][c:10]([C:15]#[N:16])[cH:11][c:12]2[cH:13][cH:14]1.[Li+:18].[OH-:17].[S:19]([Cl:20])([Cl:21])=[O:22]>>[O:2]=[C:3]([c:5]1[cH:6][c:7]2[cH:8][cH:9][c:10]([C:15]#[N:16])[cH:11][c:12]2[cH:13][cH:14]1)[Cl:21]. Product: CS(=O)(=O)OC1CCCc2ccc(Cl)nc21. As a reaction SMILES: [CH3:13][S:14]([Cl:15])(=[O:16])=[O:17].[Cl:18][CH2:19][Cl:20].[Cl:1][c:2]1[n:3][c:4]2[c:9]([cH:10][cH:11]1)[CH2:8][CH2:7][CH2:6][CH:5]2[OH:12].[Na+:25].[O-:21][C:22]([OH:23])=[O:24]>>[Cl:1][c:2]1[n:3][c:4]2[c:9]([cH:10][cH:11]1)[CH2:8][CH2:7][CH2:6][CH:5]2[O:12][S:14]([CH3:13])(=[O:16])=[O:17]. Reactants: CS(=O)(=O)Cl, ClCCl, OC1CCCc2ccc(Cl)nc21, [Na+], O=C([O-])O. Starting materials: ClC=1C=C(C=NC1OC=1N=CC2=CC=CC=C2C1)N (5-chloro-6-(isoquinolin-3-yloxy)pyridin-3-amine), CC1=C(C(=CC(=C1)C)C)S(=O)(=O)Cl (2,4,6-trimethylbenzene-1-sulfonyl chloride). Yields the product ClC=1C=C(C=NC1OC=1N=CC2=CC=CC=C2C1)NS(=O)(=O)C1=C(C=C(C=C1C)C)C (N-(5-Chloro-6-(isoquinolin-3-yloxy)pyridin-3-yl)-2,4,6-trimethyl benzenesulfonamide). As a reaction SMILES: [Cl:1][C:2]1[CH:3]=[C:4]([NH2:19])[CH:5]=[N:6][C:7]=1[O:8][C:9]1[N:10]=[CH:11][C:12]2[C:17]([CH:18]=1)=[CH:16][CH:15]=[CH:14][CH:13]=2.[CH3:20][C:21]1[CH:26]=[C:25]([CH3:27])[CH:24]=[C:23]([CH3:28])[C:22]=1[S:29](Cl)(=[O:31])=[O:30]>>[Cl:1][C:2]1[CH:3]=[C:4]([NH:19][S:29]([C:22]2[C:23]([CH3:28])=[CH:24][C:25]([CH3:27])=[CH:26][C:21]=2[CH3:20])(=[O:31])=[O:30])[CH:5]=[N:6][C:7]=1[O:8][C:9]1[N:10]=[CH:11][C:12]2[C:17]([CH:18]=1)=[CH:16][CH:15]=[CH:14][CH:13]=2. Procedure: The title compound was prepared by reacting 5-chloro-6-(isoquinolin-3-yloxy)pyridin-3-amine (obtained as per procedure described in preparation 2) and 2,4,6-trimethylbenzene-1-sulfonyl chloride. The reactants are C(C)OC(C(=CC1=C(C(=CC=C1)OC)Cl)N=[N+]=[N-])=O (ethyl-2-azido-3-(2-chloro-3-methoxyphenyl)propenoate). Solvent: C=1(C(=CC=CC1)C)C (xylene). The product is C(C)OC(=O)C=1NC2=CC=C(C(=C2C1)Cl)OC (Ethyl-4-chloro-5-methoxyindole-2-carboxylate). Isolated yield 67.0%. As a reaction SMILES: [CH2:1]([O:3][C:4](=[O:19])[C:5]([N:16]=[N+]=[N-])=[CH:6][C:7]1[CH:12]=[CH:11][CH:10]=[C:9]([O:13][CH3:14])[C:8]=1[Cl:15])[CH3:2]>C1(C)C(C)=CC=CC=1>[CH2:1]([O:3][C:4]([C:5]1[NH:16][C:12]2[C:7]([CH:6]=1)=[C:8]([Cl:15])[C:9]([O:13][CH3:14])=[CH:10][CH:11]=2)=[O:19])[CH3:2]. Reported procedure: A solution of ethyl-2-azido-3-(2-chloro-3-methoxyphenyl)propenoate (2.22 g) in xylene (100 ml) was heated at reflux for 30 minutes, concentrated in vacuo and the residue purified by column chromatography using isohexane-50% ethyl acetate as eluent to give the product as a pale yellow solid (1.34 g, 67%), NMR δ (CDCl3) 1.31 (t, 3H), 3.84 (s, 3H), 4.32 (q, 2H), 7.0 (d, 1H), 7.22 (d, 1H), 7.39 (d, 1H), 12.2 (bs, 1H); The reactants are O=C=Nc1ccc(F)cc1F, [I-], [Na+], Cc1ccc(C)c(N2CCN(C(=O)C3CN3S(=O)(=O)c3ccccc3)CC2)c1. Product: Cc1ccc(C)c(N2CCN(C(=O)C3CN(S(=O)(=O)c4ccccc4)C(=O)N3c3ccc(F)cc3F)CC2)c1. Reaction SMILES: [F:31][c:32]1[c:33]([N:39]=[C:40]=[O:41])[cH:34][cH:35][c:36]([F:38])[cH:37]1.[I-:30].[Na+:29].[c:1]1([S:7](=[O:8])(=[O:9])[N:10]2[CH:11]([C:13](=[O:14])[N:15]3[CH2:16][CH2:17][N:18]([c:21]4[c:22]([CH3:28])[cH:23][cH:24][c:25]([CH3:27])[cH:26]4)[CH2:19][CH2:20]3)[CH2:12]2)[cH:2][cH:3][cH:4][cH:5][cH:6]1>>[c:1]1([S:7](=[O:8])(=[O:9])[N:10]2[CH2:12][CH:11]([C:13](=[O:14])[N:15]3[CH2:16][CH2:17][N:18]([c:21]4[c:22]([CH3:28])[cH:23][cH:24][c:25]([CH3:27])[cH:26]4)[CH2:19][CH2:20]3)[N:39]([c:33]3[c:32]([F:31])[cH:37][c:36]([F:38])[cH:35][cH:34]3)[C:40]2=[O:41])[cH:2][cH:3][cH:4][cH:5][cH:6]1. Starting materials: CC(C)=CCCC(C)=CCO, CC(C)=CCCC(C)=CCO, [Ru]. The product is CC(C)=CCCC(C)CCO. RXN SMILES: [CH3:12][C:13](=[CH:14][CH2:15][CH2:16][C:17](=[CH:18][CH2:19][OH:20])[CH3:21])[CH3:22].[CH3:1][C:2]([CH3:3])=[CH:4][CH2:5][CH2:6][C:7]([CH3:8])=[CH:9][CH2:10][OH:11].[Ru:23]>>[CH3:1][C:2]([CH3:3])=[CH:4][CH2:5][CH2:6][CH:7]([CH3:8])[CH2:9][CH2:10][OH:11]. The reactants are CC(C)(C)c1c(OCc2ccccc2)ccc2occc12, CN(C)C=O, O, O=P(Cl)(Cl)Cl. Product: CC(C)(C)c1c(OCc2ccccc2)ccc2oc(C=O)cc12. Reaction SMILES: [CH2:6]([c:7]1[cH:8][cH:9][cH:10][cH:11][cH:12]1)[O:13][c:14]1[cH:15][cH:16][c:17]2[c:18]([cH:19][cH:20][o:21]2)[c:22]1[C:23]([CH3:24])([CH3:25])[CH3:26].[CH3:28][N:29]([CH:30]=[O:31])[CH3:32].[OH2:27].[P:1]([Cl:2])([Cl:3])([Cl:4])=[O:5]>>[CH2:6]([c:7]1[cH:8][cH:9][cH:10][cH:11][cH:12]1)[O:13][c:14]1[cH:15][cH:16][c:17]2[c:18]([cH:19][c:20]([CH:30]=[O:31])[o:21]2)[c:22]1[C:23]([CH3:24])([CH3:25])[CH3:26].